From a dataset of the Open Reaction Database (ORD), a public repository of structured organic reaction records. describe an organic reaction: reactants, conditions, products, and yield Yields the product [N-]=[N+]=NC1CCN(CCO)CC1O. Reactants: OCCBr, COC(=O)C1CN(CCO)CCC1NC(=O)OCc1ccccc1, CCN(C(C)C)C(C)C, [N-]=[N+]=NC1CCNCC1O. As a reaction SMILES: [Br:20][CH2:21][CH2:22][OH:23].[CH3:24][O:25][C:26]([CH:27]1[CH:28]([NH:29][C:30]([O:31][CH2:32][c:33]2[cH:34][cH:35][cH:36][cH:37][cH:38]2)=[O:39])[CH2:40][CH2:41][N:42]([CH2:43][CH2:44][OH:45])[CH2:46]1)=[O:47].[CH:11]([N:12]([CH2:13][CH3:14])[CH:15]([CH3:16])[CH3:17])([CH3:18])[CH3:19].[N:1](=[N+:2]=[N-:3])[CH:4]1[CH:5]([OH:10])[CH2:6][NH:7][CH2:8][CH2:9]1>>[N:1](=[N+:2]=[N-:3])[CH:4]1[CH:5]([OH:10])[CH2:6][N:7]([CH2:21][CH2:22][OH:23])[CH2:8][CH2:9]1. Starting materials: NC1=CC=C(C=C1)C(CC(=O)OCC)C#CC (ethyl 3-(4-aminophenyl)hex-4-ynoate), C(C)N1CCOCC1 (N-ethylmorpholine), C1=CC=C2C(=C1)N=NN2O.O (HOBt hydrate), CCN=C=NCCCN(C)C (EDAC), BrC=1C=CC(=C(OC(C(=O)O)C)C1)C (2-(5-bromo-2-methylphenoxy)propionic acid). Solvent: [Cl-].[Na+] (sodium chloride), CN(C)C=O (DMF), CN(C)C=O (DMF). Run at time 3 day. Product: BrC=1C=CC(=C(OC(C(=O)NC2=CC=C(C=C2)C(CC(=O)OCC)C#CC)C)C1)C (Ethyl 3-{-4-[2-(5-bromo-2-methylphenoxy)propionylamino]phenyl}hex-4-ynoate). RXN SMILES: [NH2:1][C:2]1[CH:7]=[CH:6][C:5]([CH:8]([C:15]#[C:16][CH3:17])[CH2:9][C:10]([O:12][CH2:13][CH3:14])=[O:11])=[CH:4][CH:3]=1.C(N1CCOCC1)C.C1C=C2N=NN(O)C2=CC=1.O.CCN=C=NCCCN(C)C.[Br:48][C:49]1[CH:50]=[CH:51][C:52]([CH3:61])=[C:53]([CH:60]=1)[O:54][CH:55]([CH3:59])[C:56](O)=[O:57]>CN(C=O)C.[Cl-].[Na+]>[Br:48][C:49]1[CH:50]=[CH:51][C:52]([CH3:61])=[C:53]([CH:60]=1)[O:54][CH:55]([CH3:59])[C:56]([NH:1][C:2]1[CH:3]=[CH:4][C:5]([CH:8]([C:15]#[C:16][CH3:17])[CH2:9][C:10]([O:12][CH2:13][CH3:14])=[O:11])=[CH:6][CH:7]=1)=[O:57] |f:2.3,7.8|. Procedure: A solution of 150 mg (0.56 mmol) of ethyl 3-(4-aminophenyl)hex-4-ynoate, 193 mg (1.68 mmol) of N-ethylmorpholine, 103 mg (0.67 mmol) of HOBt hydrate and 104 mg (0.67 mmol) of EDAC in 3 ml of DMF was added to a solution of 160 mg (0.62 mmol) of 2-(5-bromo-2-methylphenoxy)propionic acid in 2 ml of DMF. After 3 days at room temperature, the reaction mixture was diluted with sodium chloride solution and extracted with ethyl acetate. The organic phase was dried over MgSO4, filtered and concentrated u... Starting materials: NC1=CC(=C(C=2CC(OC21)C(C)O)C2=CC=NC=C2)C ((7-amino-5-methyl-4-(pyridin-4-yl)-2,3-dihydrobenzofuran-2-yl)ethanol), TEA. The reagents and catalysts are O=[Pt]=O (PtO2). Solvent: CC(=O)O (HOAc). Run at time 24 hour. Product: NC1=CC(=C(C=2CC(OC21)CO)C2CCNCC2)C ((7-amino-5-methyl-4-(piperidin-4-yl)-2,3-dihydrobenzofuran-2-yl)methanol). Reaction SMILES: [NH2:1][C:2]1[C:10]2[O:9][CH:8]([CH:11]([OH:13])C)[CH2:7][C:6]=2[C:5]([C:14]2[CH:19]=[CH:18][N:17]=[CH:16][CH:15]=2)=[C:4]([CH3:20])[CH:3]=1>CC(O)=O.O=[Pt]=O>[NH2:1][C:2]1[C:10]2[O:9][CH:8]([CH2:11][OH:13])[CH2:7][C:6]=2[C:5]([CH:14]2[CH2:15][CH2:16][NH:17][CH2:18][CH2:19]2)=[C:4]([CH3:20])[CH:3]=1. Procedure: A mixture of (7-amino-5-methyl-4-(pyridin-4-yl)-2,3-dihydrobenzofuran-2-yl)methanol (7f) (0.10 g, 0.39 mmol), PtO2 (50 mg, 50%) and TEA (0.061 mL, 0.78 mmol) in HOAc (5 mL) was introduced H2 and stirred at ambient temperature for 24 h (88 psi). The mixture was filtered, concentrated, and diluted with EtOAc (50 mL). A solution of ammonium hydroxide was added until pH=10, it was extracted with EtOAc (150 mL), washed with water, brine, dried and concentrated to give the title compound (7g) as a yel... The reactants are crude oil, C(C1=CC=CC=C1)N (benzylamine), C(C)(=O)O[BH-](OC(C)=O)OC(C)=O.[Na+] (sodium triacetoxyborohydride), C12C3C=CCC3C(C(C1O)O)C2 (tricyclo[5.2.1.02,6]dec-3-ene-8,9-diol), I(=O)(=O)(=O)[O-].[Na+] (sodium periodate), C([O-])([O-])=O.[Na+].[Na+] (sodium carbonate). The solvent is ClC(C)Cl (dichloroethane), O1CCOCC1 (dioxane), O (water). Reaction conditions: time 45 minute. Product: C1(=CC=CC=C1)CN1CC2C3CC=CC3C(C1)C2 (9-(phenylmethyl)-9-azatricyclo[5.3.1.02,6]undec-3-ene). Yield: 75.4%. RXN SMILES: [CH:1]12[CH2:12][CH:7]([CH:8](O)[CH:9]1O)[CH:6]1[CH:2]2[CH:3]=[CH:4][CH2:5]1.I([O-])(=O)(=O)=O.[Na+].[CH2:19]([NH2:26])[C:20]1[CH:25]=[CH:24][CH:23]=[CH:22][CH:21]=1.C(O[BH-](OC(=O)C)OC(=O)C)(=O)C.[Na+].C(=O)([O-])[O-].[Na+].[Na+]>O1CCOCC1.O.ClC(Cl)C>[C:20]1([CH2:19][N:26]2[CH2:9][CH:1]3[CH2:12][CH:7]([CH:6]4[CH:2]3[CH:3]=[CH:4][CH2:5]4)[CH2:8]2)[CH:25]=[CH:24][CH:23]=[CH:22][CH:21]=1 |f:1.2,4.5,6.7.8|. Procedure: To a stirred solution of tricyclo[5.2.1.02,6]dec-3-ene-8,9-diol (Preparation 36, 6.24 g, 37.6 mmol) in dioxane (100 ml) was added sodium periodate (8.04 g, 37.6 mmol) in water (80 ml) and the reaction mixture was stirred vigorously for 45 min. The reaction mixture was extracted with ethyl acetate (4×100 ml) and the combined extracts were washed with brine, dried (Na2SO4) and concentrated in vacuo. The crude oil (6.1 g, 37.1 mmol) was diluted with dichloroethane (400 ml) and benzylamine (3.98 g, ... Reactants: [Cl-].[Al+3].[Cl-].[Cl-] (aluminum chloride), C1(=CC=CC=C1)C1=CC=CC=C1.CC(C(=O)[O-])CC ((+)-biphenyl 2-methylbutanoate), Cl (hydrochloric acid), CC(C(=O)Cl)CC ((+)-2-methyl butanoyl chloride). Solvent: [N+](=O)([O-])C1=CC=CC=C1 (nitrobenzene), [N+](=O)([O-])C1=CC=CC=C1 (nitrobenzene). Reaction conditions: temperature 0 celsius, time 70 hour. Product: CC(C(=O)C1=CC=C(C=C1)C1=CC=CC=C1)CC.CC(C(=O)[O-])CC ((+)-4-(2-methylbutanoyl) biphenyl 2-methylbutanoate). Yield: 54.1%. As a reaction SMILES: [CH3:1][CH:2]([CH2:6][CH3:7])[C:3](Cl)=[O:4].[Cl-].[Al+3].[Cl-].[Cl-].[C:12]1([C:18]2[CH:23]=[CH:22][CH:21]=[CH:20][CH:19]=2)[CH:17]=[CH:16][CH:15]=[CH:14][CH:13]=1.[CH3:24][CH:25]([CH2:29][CH3:30])[C:26]([O-:28])=[O:27].Cl>[N+](C1C=CC=CC=1)([O-])=O>[CH3:1][CH:2]([CH2:6][CH3:7])[C:3]([C:21]1[CH:22]=[CH:23][C:18]([C:12]2[CH:17]=[CH:16][CH:15]=[CH:14][CH:13]=2)=[CH:19][CH:20]=1)=[O:4].[CH3:24][CH:25]([CH2:29][CH3:30])[C:26]([O-:28])=[O:27] |f:1.2.3.4,5.6,9.10|. Procedure: Then, 4.0 g of (+)-2-methyl butanoyl chloride and 7 ml of nitrobenzene were charged into a flask and cooled to 0° C., added with 10.74 g (80 mmol) of anhydrous aluminum chloride and further with a solution of 4.97 g (19.6 mmol) of (+)-biphenyl-2-methylbutanoate in 9 ml of nitrobenzene, which was stirred at room temperature for 70 hours. After the addition of 2 normal hydrochloric acid and ice, the extraction with chloroform was performed. The extracted chloroform phase was washed with water, dri... Reactants: CCOCC, Cl, [K+], O=N[O-], COc1ccc(N)cn1, [Na+], [OH-], O, O, O, Cl[Sn]Cl. The product is COc1ccc(NN)cn1. Reaction SMILES: [CH2:23]([O:24][CH2:25][CH3:26])[CH3:27].[ClH:21].[K+:20].[N:10]([O-:11])=[O:12].[NH2:1][c:2]1[cH:3][cH:4][c:5]([O:8][CH3:9])[n:6][cH:7]1.[Na+:13].[OH-:19].[OH2:14].[OH2:15].[OH2:22].[Sn:16]([Cl:17])[Cl:18]>>[NH:1]([c:2]1[cH:3][cH:4][c:5]([O:8][CH3:9])[n:6][cH:7]1)[NH2:10]. Starting materials: CCOC(=O)C(Br)C(=O)OCC, CCCNCCC, C1CCOC1. Product: CCCN(CCC)C(C(=O)OCC)C(=O)OCC. RXN SMILES: [Br:8][CH:9]([C:10](=[O:11])[O:12][CH2:13][CH3:14])[C:15](=[O:16])[O:17][CH2:18][CH3:19].[CH2:1]([CH2:2][CH3:3])[NH:4][CH2:5][CH2:6][CH3:7].[CH2:20]1[O:21][CH2:22][CH2:23][CH2:24]1>>[CH2:1]([CH2:2][CH3:3])[N:4]([CH2:5][CH2:6][CH3:7])[CH:9]([C:10](=[O:11])[O:12][CH2:13][CH3:14])[C:15](=[O:16])[O:17][CH2:18][CH3:19]. Starting materials: COC=1C=C(CN2C(C(CC2)(C2=CC=CC=C2)CCOS(=O)(=O)C)=O)C=C(C1OC)OC (1-(3,4,5-trimethoxybenzyl)-3-(2-methanesulfonyloxyethyl)-3-phenyl-2-oxopyrrolidine), C(C)OCCN1C(=NC2=C1C=CC=C2)NC2CCNCC2 ((1-(2-ethoxyethyl)-1H-benzimidazol-2-yl)(piperidin-4-yl)amine). Yields the product COC=1C=C(CN2C(C(CC2)(C2=CC=CC=C2)CCN2CCC(CC2)NC2=NC3=C(N2CCOCC)C=CC=C3)=O)C=C(C1OC)OC (1-(3,4,5-trimethoxybenzyl)-3-(2-(4-(1-(2-ethoxyethyl)-1H-benzimidazol-2-yl-amino)piperidin-1-yl)ethyl)-3-phenyl-2-oxopyrrolidine). RXN SMILES: [CH3:1][O:2][C:3]1[CH:4]=[C:5]([CH:26]=[C:27]([O:31][CH3:32])[C:28]=1[O:29][CH3:30])[CH2:6][N:7]1[CH2:11][CH2:10][C:9]([CH2:18][CH2:19]OS(C)(=O)=O)([C:12]2[CH:17]=[CH:16][CH:15]=[CH:14][CH:13]=2)[C:8]1=[O:25].[CH2:33]([O:35][CH2:36][CH2:37][N:38]1[C:42]2[CH:43]=[CH:44][CH:45]=[CH:46][C:41]=2[N:40]=[C:39]1[NH:47][CH:48]1[CH2:53][CH2:52][NH:51][CH2:50][CH2:49]1)[CH3:34]>>[CH3:1][O:2][C:3]1[CH:4]=[C:5]([CH:26]=[C:27]([O:31][CH3:32])[C:28]=1[O:29][CH3:30])[CH2:6][N:7]1[CH2:11][CH2:10][C:9]([CH2:18][CH2:19][N:51]2[CH2:50][CH2:49][CH:48]([NH:47][C:39]3[N:38]([CH2:37][CH2:36][O:35][CH2:33][CH3:34])[C:42]4[CH:43]=[CH:44][CH:45]=[CH:46][C:41]=4[N:40]=3)[CH2:53][CH2:52]2)([C:12]2[CH:17]=[CH:16][CH:15]=[CH:14][CH:13]=2)[C:8]1=[O:25]. Procedure: Prepare by the method of Example 16.7 using 1-(3,4,5-trimethoxybenzyl)-3-(2-methanesulfonyloxyethyl)-3-phenyl-2-oxopyrrolidine and (1-(2-ethoxyethyl)-1H-benzimidazol-2-yl)(piperidin-4-yl)amine to give the title compound: Rf=0.34 (silica gel, 2% triethylamine/5% methanol/ethyl acetate). Reactants: CI (methyl iodide), OC1=C(C([C@@](C2=CC=CC=C12)(CCC(C)C)C)=O)C1=NS(C2=C(N1)C=CC(=C2)NS(=O)(=O)C)(=O)=O (N-{3-[(4R)-1-hydroxy-4-methyl-4-(3-methylbutyl)-3-oxo-3,4-dihydronaphthalen-2-yl]-1,1-dioxido-4H-1,2,4-benzothiadiazin-7-yl}methanesulfonamide), [OH-].[Na+] (NaOH). The solvent is CN(C=O)C (dimethylformamide), O (water). Conditions: time 2 hour. Yields the product C[C@@]1(C(C(=C(C2=CC=CC=C12)[O-])C1=NS(C2=C(N1)C=CC(=C2)N(S(=O)(=O)C)C)(=O)=O)=O)CCC(C)C.[Na+] (Sodium (4R)-4-methyl-4-(3-methylbutyl)-2-{7-[methyl(methylsulfonyl)amino]-1,1-dioxido-4H-1,2,4-benzothiadiazin-3-yl}-3-oxo-3,4-dihydronaphthalen-1-olate). Reaction SMILES: [OH:1][C:2]1[C:11]2[C:6](=[CH:7][CH:8]=[CH:9][CH:10]=2)[C@@:5]([CH3:17])([CH2:12][CH2:13][CH:14]([CH3:16])[CH3:15])[C:4](=[O:18])[C:3]=1[C:19]1[NH:24][C:23]2[CH:25]=[CH:26][C:27]([NH:29][S:30]([CH3:33])(=[O:32])=[O:31])=[CH:28][C:22]=2[S:21](=[O:35])(=[O:34])[N:20]=1.[OH-].[Na+:37].[CH3:38]I>O.CN(C)C=O>[CH3:17][C@@:5]1([CH2:12][CH2:13][CH:14]([CH3:16])[CH3:15])[C:6]2[C:11](=[CH:10][CH:9]=[CH:8][CH:7]=2)[C:2]([O-:1])=[C:3]([C:19]2[NH:24][C:23]3[CH:25]=[CH:26][C:27]([N:29]([CH3:38])[S:30]([CH3:33])(=[O:32])=[O:31])=[CH:28][C:22]=3[S:21](=[O:35])(=[O:34])[N:20]=2)[C:4]1=[O:18].[Na+:37] |f:1.2,6.7|. Procedure details: To a solution of Example 39I (104 mg, 0.193 mmol) in 3 mL of water was added 0.997 N NaOH (0.194 mL, 0.193 mmol). After stirring for 2 hours, the reaction mixture was concentrated to dryness. To a solution of the resulting residue in 3 mL of dimethylformamide was added methyl iodide (0.012 mL, 0.193 mmol). After stirring at room temperature overnight, the reaction solution was concentrated and chromatographed on silica gel eluting with hexane followed by 60% and 80% ethyl acetate in hexane. The ... Reactants: O1CC12CCCC2 (1-oxaspiro[2.4]heptane), NC=1C=C(C=CC1)C(CC#N)O (3-(3-aminophenyl)-3-hydroxypropanenitrile). Yields the product OC(CC#N)C1=CC(=CC=C1)NCC1(CCCC1)O (3-hydroxy-3-(3-((1-hydroxycyclopentyl)methylamino)phenyl)propanenitrile). RXN SMILES: [O:1]1[C:3]2([CH2:7][CH2:6][CH2:5][CH2:4]2)[CH2:2]1.[NH2:8][C:9]1[CH:10]=[C:11]([CH:15]([OH:19])[CH2:16][C:17]#[N:18])[CH:12]=[CH:13][CH:14]=1>>[OH:19][CH:15]([C:11]1[CH:12]=[CH:13][CH:14]=[C:9]([NH:8][CH2:2][C:3]2([OH:1])[CH2:7][CH2:6][CH2:5][CH2:4]2)[CH:10]=1)[CH2:16][C:17]#[N:18]. Procedure details: Reaction between 1-oxaspiro[2.4]heptane and aniline 12 gives 3-hydroxy-3-(3-((1-hydroxycyclopentyl)methylamino)phenyl)propanenitrile.